Dataset: the Open Reaction Database (ORD), a public repository of structured organic reaction records. Task: describe an organic reaction: reactants, conditions, products, and yield Starting materials: BrC1=NC(=CC=C1)CF (2-bromo-6-(fluoromethyl)pyridine), C(CC#C)C=1SC2=C(N1)C=CC=C2 (2-(but-3-ynyl)benzo[d]thiazole), C(CC#C)C=1SC2=C(N1)C=CC=C2 (2-(but-3-ynyl)benzo[d]thiazole). Yields the product FCC1=CC=CC(=N1)C#CCCC=1SC2=C(N1)C=CC=C2 (2-(4-(6-(fluoromethyl)pyridin-2-yl)but-3-ynyl)benzo[d]thiazole). Isolated yield 38.6%. As a reaction SMILES: Br[C:2]1[CH:7]=[CH:6][CH:5]=[C:4]([CH2:8][F:9])[N:3]=1.[CH2:10]([C:14]1[S:15][C:16]2[CH:22]=[CH:21][CH:20]=[CH:19][C:17]=2[N:18]=1)[CH2:11][C:12]#[CH:13]>>[F:9][CH2:8][C:4]1[N:3]=[C:2]([C:13]#[C:12][CH2:11][CH2:10][C:14]2[S:15][C:16]3[CH:22]=[CH:21][CH:20]=[CH:19][C:17]=3[N:18]=2)[CH:7]=[CH:6][CH:5]=1. Reported procedure: The title compound was prepared in accordance with the general method of Example 190(F), from 2-bromo-6-(fluoromethyl)pyridine (266 mg, 1.40 mmol) and 2-(but-3-ynyl)benzo[d]thiazole (compound 35(A), 260 mg, 1.40 mmol). The crude residue was purified over silicagel chromatography (prepacked 25 g silicagel column, Cyclohexane/AcOEt: from 100/0 to 80/20 as eluent) to afford 160 mg of 2-(4-(6-(fluoromethyl)pyridin-2-yl)but-3-ynyl)benzo[d]thiazole (Yield: 38%) as a beige powder (Mp=74-76° C.). Run in C(Cl)(Cl)Cl (chloroform). RXN SMILES: [Br:1][C:2]1[CH:3]=[C:4]2[C:8](=[CH:9][CH:10]=1)[CH:7](O)[CH2:6][CH2:5]2.[Br:12][Si](C)(C)C>C(Cl)(Cl)Cl>[Br:12][CH:7]1[C:8]2[C:4](=[CH:3][C:2]([Br:1])=[CH:10][CH:9]=2)[CH2:5][CH2:6]1. Procedure: To a nitrogen-purged flask was added 100 mg (0.469 mmol) of 5-bromoindan-1-ol from Step A and 3 mL of anhydrous chloroform, followed by 0.096 mL (0.704 mmol) of bromotrimethylsilane. The reaction mixture was stirred at ambient temperature overnight and concentrated. The residue was partitioned between ethyl acetate and water. The organic phase was washed with saturated aqueous sodium chloride solution, dried over sodium sulfate, and concentrated to give a brown oil which was used without further... Reactants: BrC=1C=C2CCC(C2=CC1)O (5-Bromoindan-1-ol), Br[Si](C)(C)C (bromotrimethylsilane). Product: BrC1CCC2=CC(=CC=C12)Br (1,5-Dibromoindane). Conditions: time 8 hour. The reactants are NCc1ccc(C(=O)O)cc1, CCO, O=C1C(=CO)C(c2ccccc2)Oc2ccccc21. The product is O=C(O)c1ccc(CNC=C2C(=O)c3ccccc3OC2c2ccccc2)cc1. Reaction SMILES: [C:20](=[O:21])([OH:22])[c:23]1[cH:24][cH:25][c:26]([CH2:27][NH2:28])[cH:29][cH:30]1.[CH3:31][CH2:32][OH:33].[OH:1][CH:2]=[C:3]1[CH:4]([c:14]2[cH:15][cH:16][cH:17][cH:18][cH:19]2)[O:5][c:6]2[cH:7][cH:8][cH:9][cH:10][c:11]2[C:12]1=[O:13]>>[CH:2](=[C:3]1[CH:4]([c:14]2[cH:15][cH:16][cH:17][cH:18][cH:19]2)[O:5][c:6]2[cH:7][cH:8][cH:9][cH:10][c:11]2[C:12]1=[O:13])[NH:28][CH2:27][c:26]1[cH:25][cH:24][c:23]([C:20](=[O:21])[OH:22])[cH:30][cH:29]1. As a reaction SMILES: [CH3:34][C:35]([Cl:36])=[O:37].[CH3:50][CH2:51][O:52][C:53](=[O:54])[CH3:55].[NH2:1][c:2]1[s:3][c:4]2[c:5]([n:6]1)[cH:7][cH:8][c:9]([O:11][c:12]1[cH:13][c:14]([NH:19][C:20]([c:21]3[c:22]([Cl:32])[c:23]([C:27]([CH3:28])([CH3:29])[C:30]#[N:31])[cH:24][cH:25][cH:26]3)=[O:33])[cH:15][cH:16][c:17]1[F:18])[cH:10]2.[O:45]1[CH2:46][CH2:47][CH2:48][CH2:49]1.[OH2:44].[cH:38]1[cH:39][cH:40][n:41][cH:42][cH:43]1>>[NH:1]([c:2]1[s:3][c:4]2[c:5]([n:6]1)[cH:7][cH:8][c:9]([O:11][c:12]1[cH:13][c:14]([NH:19][C:20]([c:21]3[c:22]([Cl:32])[c:23]([C:27]([CH3:28])([CH3:29])[C:30]#[N:31])[cH:24][cH:25][cH:26]3)=[O:33])[cH:15][cH:16][c:17]1[F:18])[cH:10]2)[C:35]([CH3:34])=[O:37]. Product: CC(=O)Nc1nc2ccc(Oc3cc(NC(=O)c4cccc(C(C)(C)C#N)c4Cl)ccc3F)cc2s1. Reactants: CC(=O)Cl, CCOC(C)=O, CC(C)(C#N)c1cccc(C(=O)Nc2ccc(F)c(Oc3ccc4nc(N)sc4c3)c2)c1Cl, C1CCOC1, O, c1ccncc1. The reactants are Cn1nccc1-c1sc(C(=O)O)cc1Br, O=C1CCC(=O)N1Cl, C1CCOC1. Yields the product Cn1ncc(Cl)c1-c1sc(C(=O)O)cc1Br. Reaction SMILES: [Br:9][c:10]1[cH:11][c:12]([C:21](=[O:22])[OH:23])[s:13][c:14]1-[c:15]1[cH:16][cH:17][n:18][n:19]1[CH3:20].[Cl:1][N:2]1[C:3](=[O:4])[CH2:5][CH2:6][C:7]1=[O:8].[O:24]1[CH2:25][CH2:26][CH2:27][CH2:28]1>>[Cl:1][c:16]1[c:15](-[c:14]2[c:10]([Br:9])[cH:11][c:12]([C:21](=[O:22])[OH:23])[s:13]2)[n:19]([CH3:20])[n:18][cH:17]1. Reactants: C1CCOC1, CCOC(=O)C=Cc1ccc(Oc2c(-c3ccccc3)c(C(C)C)cc3cc(OC)ccc23)cc1, CCO, [Na+], [OH-]. Product: COc1ccc2c(Oc3ccc(C=CC(=O)O)cc3)c(-c3ccccc3)c(C(C)C)cc2c1. As a reaction SMILES: [CH2:38]1[O:39][CH2:40][CH2:41][CH2:42]1.[CH3:1][CH:2]([CH3:3])[c:4]1[c:5](-[c:30]2[cH:31][cH:32][cH:33][cH:34][cH:35]2)[c:6]([O:16][c:17]2[cH:18][cH:19][c:20]([CH:23]=[CH:24][C:25](=[O:26])[O:27][CH2:28][CH3:29])[cH:21][cH:22]2)[c:7]2[cH:8][cH:9][c:10]([O:14][CH3:15])[cH:11][c:12]2[cH:13]1.[CH3:43][CH2:44][OH:45].[Na+:37].[OH-:36]>>[CH3:1][CH:2]([CH3:3])[c:4]1[c:5](-[c:30]2[cH:31][cH:32][cH:33][cH:34][cH:35]2)[c:6]([O:16][c:17]2[cH:18][cH:19][c:20]([CH:23]=[CH:24][C:25](=[O:26])[OH:27])[cH:21][cH:22]2)[c:7]2[cH:8][cH:9][c:10]([O:14][CH3:15])[cH:11][c:12]2[cH:13]1. The reactants are CC#N, O=Cc1cnc2cc(NC(=O)c3ccccc3-c3ccc(C(F)(F)F)cc3)ccc2c1, [O-][Cl+][O-], Cl, [K+], [Na+], [Na+], [Na+], O=P([O-])(O)O, O=S([O-])[O-]. The product is O=C(O)c1cnc2cc(NC(=O)c3ccccc3-c3ccc(C(F)(F)F)cc3)ccc2c1. Reaction SMILES: [CH3:49][C:50]#[N:51].[CH:1](=[O:2])[c:3]1[cH:4][n:5][c:6]2[cH:7][c:8]([NH:13][C:14](=[O:15])[c:16]3[c:17](-[c:22]4[cH:23][cH:24][c:25]([C:28]([F:29])([F:30])[F:31])[cH:26][cH:27]4)[cH:18][cH:19][cH:20][cH:21]3)[cH:9][cH:10][c:11]2[cH:12]1.[Cl+:38]([O-:39])[O-:40].[ClH:48].[K+:32].[Na+:41].[Na+:46].[Na+:47].[OH:33][P:34](=[O:35])([O-:36])[OH:37].[S:42]([O-:43])([O-:44])=[O:45]>>[C:1](=[O:2])([c:3]1[cH:4][n:5][c:6]2[cH:7][c:8]([NH:13][C:14](=[O:15])[c:16]3[c:17](-[c:22]4[cH:23][cH:24][c:25]([C:28]([F:29])([F:30])[F:31])[cH:26][cH:27]4)[cH:18][cH:19][cH:20][cH:21]3)[cH:9][cH:10][c:11]2[cH:12]1)[OH:33].